Task: describe an organic reaction: reactants, conditions, products, and yield. Dataset: the Open Reaction Database (ORD), a public repository of structured organic reaction records Reactants: BrC=1C=C(C=C(C1OCCNC(=O)NC(C(Cl)(Cl)Cl)=O)C1=CC(=CC=C1)C(F)(F)F)C(=O)NCCCCCCCCC1=CC=CC=C1 (5-bromo-N-(8-phenyloctyl)-6-[2-({[(2,2,2-trichloroacetyl)amino]carbonyl}amino)ethoxy]-3′-(trifluoromethyl)[1,1′-biphenyl]-3-carboxamide), [OH-].[Na+] (NaOH). Run in C(Cl)Cl.CO (CH2Cl2 MeOH). Reaction conditions: time 8 hour. Product: C(CCCCCCCCCCC)NC(=O)C=1C=C(C(=C(C1)Br)OCCNC(=O)N)C1=CC(=CC=C1)C(F)(F)F (5-Bromo-3′-trifluoromethyl-6-(2-ureido-ethoxy)-biphenyl-3-carboxylic Acid Dodecylamide). Yield: 92.0%. RXN SMILES: [Br:1][C:2]1[CH:3]=[C:4]([C:31]([NH:33][CH2:34][CH2:35][CH2:36][CH2:37][CH2:38][CH2:39][CH2:40][CH2:41][C:42]2C=C[CH:45]=[CH:44][CH:43]=2)=[O:32])[CH:5]=[C:6]([C:21]2[CH:26]=[CH:25][CH:24]=[C:23]([C:27]([F:30])([F:29])[F:28])[CH:22]=2)[C:7]=1[O:8][CH2:9][CH2:10][NH:11][C:12]([NH:14]C(=O)C(Cl)(Cl)Cl)=[O:13].[OH-].[Na+]>C(Cl)Cl.CO>[CH2:34]([NH:33][C:31]([C:4]1[CH:5]=[C:6]([C:21]2[CH:26]=[CH:25][CH:24]=[C:23]([C:27]([F:30])([F:28])[F:29])[CH:22]=2)[C:7]([O:8][CH2:9][CH2:10][NH:11][C:12]([NH2:14])=[O:13])=[C:2]([Br:1])[CH:3]=1)=[O:32])[CH2:35][CH2:36][CH2:37][CH2:38][CH2:39][CH2:40][CH2:41][CH2:42][CH2:43][CH2:44][CH3:45] |f:1.2,3.4|. Procedure details: To a solution of 5-bromo-N-(8-phenyloctyl)-6-[2-({[(2,2,2-trichloroacetyl)amino]carbonyl}amino)ethoxy]-3′-(trifluoromethyl)[1,1′-biphenyl]-3-carboxamide in CH2Cl2/MeOH (10/4) (14 mL) was added 1M NaOH (2 mL). The reaction was stirred at rt overnight and concentrated in vacuo. The residue was extracted with CH2Cl2, dried over MgSO4 and concentrated in vacuo. The residue was purified by flash chromatography (3 to 5% MeOH:CH2Cl2) to afford the title compound (0.203 g, 92%) as a white solid. mp 122.... Starting materials: CC=1C=C2C=CC=NC2=CC1OC (6-methyl-7-methoxy-quinoline), C1CC(=O)N(C1=O)Br (NBS). The solvent is CCOC(=O)C (EtOAc), CN(C)C=O (DMF). Conditions: temperature 60 celsius, time 3 hour. Product: BrC=1C(=C(C=C2C=CC=NC12)C)OC (8-Bromo-7-methoxy-6-methyl-quinoline). Isolated yield 66.5%. RXN SMILES: [CH3:1][C:2]1[CH:3]=[C:4]2[C:9](=[CH:10][C:11]=1[O:12][CH3:13])[N:8]=[CH:7][CH:6]=[CH:5]2.C1C(=O)N([Br:21])C(=O)C1>CN(C=O)C.CCOC(C)=O>[Br:21][C:10]1[C:11]([O:12][CH3:13])=[C:2]([CH3:1])[CH:3]=[C:4]2[C:9]=1[N:8]=[CH:7][CH:6]=[CH:5]2. Reported procedure: To a stirred solution of 6-methyl-7-methoxy-quinoline (3.0 g, 17.3 mmol) in DMF (20 ml) was added NBS (3.4 g, 19 mmol). The resulting suspension was stirred for 3 h at 60° C. and monitored by LCMS. The reaction mixture was diluted with EtOAc (100 ml) and filtered. The organic layer was washed with saturated aqueous NaHCO3 and brine, dried over Na2SO4 and then purified by flash column chromatography on silica gel to give the desired product (2.9 g, 67%). MS (ES) m/z 251.6 (M+H+). Reactants: CCO, ClCc1ccccc1, Cc1nnc(S)n(N)c1=O, [Na+], [OH-], O. Product: Cc1nnc(SCc2ccccc2)n(N)c1=O. As a reaction SMILES: [CH3:22][CH2:23][OH:24].[Cl:13][CH2:14][c:15]1[cH:16][cH:17][cH:18][cH:19][cH:20]1.[NH2:1][n:2]1[c:3]([SH:10])[n:4][n:5][c:6]([CH3:9])[c:7]1=[O:8].[Na+:12].[OH-:11].[OH2:21]>>[NH2:1][n:2]1[c:3]([S:10][CH2:14][c:15]2[cH:16][cH:17][cH:18][cH:19][cH:20]2)[n:4][n:5][c:6]([CH3:9])[c:7]1=[O:8]. Starting materials: C(C(=C)C)(=O)OCC (ethyl methacrylate), C(C)(=O)OC(COC)C (propylene glycol monomethyl ether acetate), C(C(=C)C)(=O)O.CC1=CC=CC2=CC3=CC=CC=C3C=C12 (methylanthracene methacrylate), C(C(=C)C)(=O)OCCCO (3-hydroxypropyl methacrylate). Solvent: three. Run at temperature 40 celsius. Product: 8K, CC(COC(=O)C(=C)C)O (HPMA). Reaction SMILES: [C:1]([OH:6])(=[O:5])[C:2]([CH3:4])=[CH2:3].CC1C2C(=CC3C(C=2)=CC=CC=3)C=CC=1.C(OCCCO)(=O)C(C)=C.C(OCC)(=O)C(C)=C.C([O:43][CH:44]([CH3:48])[CH2:45]OC)(=O)C>>[CH3:45][CH:44]([OH:43])[CH2:48][O:5][C:1]([C:2]([CH3:4])=[CH2:3])=[O:6] |f:0.1|. Reported procedure: A polymer feed solution was prepared by combining 30.76 g methylanthracene methacrylate monomer, 16.6 g 3-hydroxypropyl methacrylate monomer, 16.0 g ethyl methacrylate, and 50 g propylene glycol monomethyl ether acetate (PGMEA) in a 250 ml three neck, round-bottom flask fitted with a mechanical stirrer, thermal controller, thermal probe, heating mantle and nitrogen purge inlet (sweep). The reaction mixture was heated until the temperature of the reaction mixture reached 80° C. 16.15 g PGMEA solu... Starting materials: C(CCCCCCCCCCCCCCCCCCC(=O)O)(=O)O (eicosanedioic acid), C1CCOC1.O (THF H2O), C(=O)(O)[O-].[Na+] (NaHCO3). The solvent is O (H2O), O (H2O). Yields the product C(CCCCCCCCCCCCCCCCCCCO)O (Icosane-1,20-diol). RXN SMILES: [C:1](O)(=[O:23])[CH2:2][CH2:3][CH2:4][CH2:5][CH2:6][CH2:7][CH2:8][CH2:9][CH2:10][CH2:11][CH2:12][CH2:13][CH2:14][CH2:15][CH2:16][CH2:17][CH2:18][CH2:19][C:20](O)=[O:21].C1COCC1.O.C([O-])(O)=O.[Na+]>O>[CH2:20]([OH:21])[CH2:19][CH2:18][CH2:17][CH2:16][CH2:15][CH2:14][CH2:13][CH2:12][CH2:11][CH2:10][CH2:9][CH2:8][CH2:7][CH2:6][CH2:5][CH2:4][CH2:3][CH2:2][CH2:1][OH:23] |f:1.2,3.4|. Procedure details: Icosane-1,20-diol was synthesized according to Yoon et al., J. Org. Chem. 1973, 38(16), 2786-2792. Briefly, under N2 atmosphere to 25 g eicosanedioic acid 100 ml THF was added. Then 474.5 ml of borane/THF complex was added dropwise over 1.5 hours. The mixture was refluxed over night before 200 ml THF/H2O 1:1 were added dropwise. Under further stirring 100 g NaHCO3 dissolved in 250 ml H2O was added and two hours later 1000 ml H2O was added to the mixture and the precipitate was removed by filtrat... Procedure details: Into a 300 ml glass reactor equipped with a reflux condenser and a stirrer, 100 g (0.413 mol) of the 3,3,4,5,6,7-hexafluoro-1-[3H]-isobenzofuranone obtained in Example 2, and 100 ml of acetic acid were charged, and the mixture was reacted for 48 hours under reflux. Then, the reaction mixture was separated by distillation to obtain 79.5 g of tetrafluorophthalic anhydride. The yield was 87.5%. RXN SMILES: F[C:2]1(F)[C:10]2[C:5](=[C:6]([F:14])[C:7]([F:13])=[C:8]([F:12])[C:9]=2[F:11])[C:4](=[O:15])[O:3]1.C(O)(=[O:19])C>>[F:11][C:9]1[C:8]([F:12])=[C:7]([F:13])[C:6]([F:14])=[C:5]2[C:4](=[O:15])[O:3][C:2](=[O:19])[C:10]=12. Yields the product FC=1C(=C(C(=C2C1C(=O)OC2=O)F)F)F (tetrafluorophthalic anhydride). The yield is 87.5%. The reactants are FC1(OC(C2=C(C(=C(C(=C12)F)F)F)F)=O)F (3,3,4,5,6,7-hexafluoro-1-[3H]-isobenzofuranone), C(C)(=O)O (acetic acid).